Dataset: the Open Reaction Database (ORD), a public repository of structured organic reaction records. Task: describe an organic reaction: reactants, conditions, products, and yield Reactants: C(=O)(O)[O-].[Na+] (NaHCO3), C(C)N1N=C(C2=NC=CC=C21)C2=CC=C(C=C2)C(CCO)C2=NC1=C(N2COCC[Si](C)(C)C)C=CC=C1 (3-{4-(1-ethyl-1H-pyrazolo[4,3-b]pyridin-3-yl)phenyl}-3-(1-[(2-(trimethylsilyl)ethoxy)methyl]-1H-benzo[d]imidazol-2-yl)propan-1-ol), C1=CC=C(C=C1)P(C2=CC=CC=C2)C3=CC=CC=C3 (PPh3), C1CC(=O)N(C1=O)Br (NBS). Solvent: CN(C)C=O (DMF). Reaction conditions: time 1 hour. Yields the product BrCCC(C1=NC2=C(N1COCC[Si](C)(C)C)C=CC=C2)C2=CC=C(C=C2)C2=NN(C=1C2=NC=CC1)CC (3-[4-{3-Bromo-1-(1-[{2-(trimethylsilyl)ethoxy}methyl]-1H-benzo[d]imidazol-2-yl)propyl}phenyl]-1-ethyl-1H-pyrazolo[4,3-b]pyridine). Isolated yield 83.8%. As a reaction SMILES: [CH2:1]([N:3]1[C:11]2[C:6](=[N:7][CH:8]=[CH:9][CH:10]=2)[C:5]([C:12]2[CH:17]=[CH:16][C:15]([CH:18]([C:22]3[N:26]([CH2:27][O:28][CH2:29][CH2:30][Si:31]([CH3:34])([CH3:33])[CH3:32])[C:25]4[CH:35]=[CH:36][CH:37]=[CH:38][C:24]=4[N:23]=3)[CH2:19][CH2:20]O)=[CH:14][CH:13]=2)=[N:4]1)[CH3:2].C1C=CC(P(C2C=CC=CC=2)C2C=CC=CC=2)=CC=1.C1C(=O)N([Br:65])C(=O)C1.C([O-])(O)=O.[Na+]>CN(C=O)C>[Br:65][CH2:20][CH2:19][CH:18]([C:15]1[CH:14]=[CH:13][C:12]([C:5]2[C:6]3=[N:7][CH:8]=[CH:9][CH:10]=[C:11]3[N:3]([CH2:1][CH3:2])[N:4]=2)=[CH:17][CH:16]=1)[C:22]1[N:26]([CH2:27][O:28][CH2:29][CH2:30][Si:31]([CH3:32])([CH3:34])[CH3:33])[C:25]2[CH:35]=[CH:36][CH:37]=[CH:38][C:24]=2[N:23]=1 |f:3.4|. Procedure: To a solution of 3-{4-(1-ethyl-1H-pyrazolo[4,3-b]pyridin-3-yl)phenyl}-3-(1-[(2-(trimethylsilyl)ethoxy)methyl]-1H-benzo[d]imidazol-2-yl)propan-1-ol (80 mg) and PPh3 (43.7 mg) in DMF (2 mL) was added NBS (27.0 mg) at room temperature. The mixture was stirred at room temperature under a dry atmosphere for 1 h. The mixture was neutralized with saturated NaHCO3 aqueous solution at 0° C. and extracted with AcOEt. The organic layer was separated, washed with water and brine, dried over MgSO4 and concen... The reactants are COC(=O)CBr, CC(C)(C)OC(=O)N1CCN(c2nc3[nH]c(=O)n(COC(=O)C(C)(C)C)c(=O)c3n2-c2ccccc2Cl)CC1, O=C([O-])[O-], CCOC(C)=O, CN(C)C=O, [K+], [K+]. Product: COC(=O)Cn1c(=O)n(COC(=O)C(C)(C)C)c(=O)c2c1nc(N1CCN(C(=O)OC(C)(C)C)CC1)n2-c1ccccc1Cl. As a reaction SMILES: [Br:40][CH2:41][C:42](=[O:43])[O:44][CH3:45].[C:1]([CH3:2])([CH3:3])([CH3:4])[O:5][C:6](=[O:7])[N:8]1[CH2:9][CH2:10][N:11]([c:14]2[n:15][c:16]3[nH:17][c:18](=[O:39])[n:19]([CH2:31][O:32][C:33]([C:34]([CH3:35])([CH3:36])[CH3:37])=[O:38])[c:20](=[O:30])[c:21]3[n:22]2-[c:23]2[c:24]([Cl:29])[cH:25][cH:26][cH:27][cH:28]2)[CH2:12][CH2:13]1.[C:46](=[O:47])([O-:48])[O-:49].[CH3:52][CH2:53][O:54][C:55](=[O:56])[CH3:57].[CH3:58][N:59]([CH3:60])[CH:61]=[O:62].[K+:50].[K+:51]>>[C:1]([CH3:2])([CH3:3])([CH3:4])[O:5][C:6](=[O:7])[N:8]1[CH2:9][CH2:10][N:11]([c:14]2[n:15][c:16]3[n:17]([CH2:41][C:42](=[O:43])[O:44][CH3:45])[c:18](=[O:39])[n:19]([CH2:31][O:32][C:33]([C:34]([CH3:35])([CH3:36])[CH3:37])=[O:38])[c:20](=[O:30])[c:21]3[n:22]2-[c:23]2[c:24]([Cl:29])[cH:25][cH:26][cH:27][cH:28]2)[CH2:12][CH2:13]1. The reactants are solution, FC(C(=O)O)(F)F (trifluoroacetic acid), C(#N)[C@@H](CCCCN1C(=O)N(C=2N=C(NC2C1=O)CNC(=O)OC(C)(C)C)C)C ((R)-1-(5-cyanohexyl)-8-(N-BOC-aminomethyl)-3-methylxanthine). The solvent is ClCCl (dichloromethane). Conditions: time 3 hour. Product: NCC1=NC=2N(C(N(C(C2N1)=O)CCCC[C@@H](C)C#N)=O)C ((R)-8-aminomethyl-1-(5-cyanohexyl)-3-methylxanthine). The yield is 37.9%. RXN SMILES: FC(F)(F)C(O)=O.[C:8]([C@H:10]([CH3:36])[CH2:11][CH2:12][CH2:13][CH2:14][N:15]1[C:24](=[O:25])[C:23]2[NH:22][C:21]([CH2:26][NH:27]C(OC(C)(C)C)=O)=[N:20][C:19]=2[N:18]([CH3:35])[C:16]1=[O:17])#[N:9]>ClCCl>[NH2:27][CH2:26][C:21]1[NH:22][C:23]2[C:24](=[O:25])[N:15]([CH2:14][CH2:13][CH2:12][CH2:11][C@H:10]([C:8]#[N:9])[CH3:36])[C:16](=[O:17])[N:18]([CH3:35])[C:19]=2[N:20]=1. Reported procedure: To a 50% solution of trifluoroacetic acid in dichloromethane (15 ml) was added (R)-1-(5-cyanohexyl)-8-(N-BOC-aminomethyl)-3-methylxanthine (0.21 g, 0.52 mmol). After stirring at room temperature for 3 hours, the solvent and excess reagent were evaporated under reduced pressure. The residue was treated with ammonia-methanol solution (2.0 M, 10 ml) and stirred for 1 hour. After concentration under reduced pressure, the crude product was purified by flash chromatography on silica gel eluting with a... Starting materials: CCOC(=O)CCNC(=O)c1ccc(NC(c2oc3ccc(OC)cc3c2C)C(CC)CC)cc1, CCO, [Na+], C1CCOC1, [OH-]. The product is CCC(CC)C(Nc1ccc(C(=O)NCCC(=O)O)cc1)c1oc2ccc(OC)cc2c1C. RXN SMILES: [CH2:1]([CH3:2])[CH:3]([CH:4]([c:5]1[o:6][c:7]2[c:8]([c:9]1[CH3:10])[cH:11][c:12]([O:15][CH3:16])[cH:13][cH:14]2)[NH:17][c:18]1[cH:19][cH:20][c:21]([C:24](=[O:25])[NH:26][CH2:27][CH2:28][C:29](=[O:30])[O:31][CH2:32][CH3:33])[cH:22][cH:23]1)[CH2:34][CH3:35].[CH3:43][CH2:44][OH:45].[Na+:42].[O:36]1[CH2:37][CH2:38][CH2:39][CH2:40]1.[OH-:41]>>[CH2:1]([CH3:2])[CH:3]([CH:4]([c:5]1[o:6][c:7]2[c:8]([c:9]1[CH3:10])[cH:11][c:12]([O:15][CH3:16])[cH:13][cH:14]2)[NH:17][c:18]1[cH:19][cH:20][c:21]([C:24](=[O:25])[NH:26][CH2:27][CH2:28][C:29](=[O:30])[OH:31])[cH:22][cH:23]1)[CH2:34][CH3:35]. Starting materials: [Br-].C(=O)(O)CCCCCC[P+](C1=CC=CC=C1)(C1=CC=CC=C1)C1=CC=CC=C1 ((6-carboxyhexyl)triphenylphosphonium bromide), potassium t-butylate, BrCCCCCCCCC=O (9-bromononanal). Run in O1CCCC1 (tetrahydrofuran), O1CCCC1 (tetrahydrofuran). Product: BrCCCCCCCC\C=C/CCCCCC(=O)O (7Z-16-bromohexadec-7-enoic acid). The yield is 78.0%. RXN SMILES: [Br-].[C:2]([CH2:5][CH2:6][CH2:7][CH2:8][CH2:9][CH2:10][P+](C1C=CC=CC=1)(C1C=CC=CC=1)C1C=CC=CC=1)([OH:4])=[O:3].[Br:30][CH2:31][CH2:32][CH2:33][CH2:34][CH2:35][CH2:36][CH2:37][CH2:38][CH:39]=O>O1CCCC1>[Br:30][CH2:31][CH2:32][CH2:33][CH2:34][CH2:35][CH2:36][CH2:37][CH2:38]/[CH:39]=[CH:10]\[CH2:9][CH2:8][CH2:7][CH2:6][CH2:5][C:2]([OH:4])=[O:3] |f:0.1|. Reported procedure: 94 g (0.2 mol) of (6-carboxyhexyl)triphenylphosphonium bromide were suspended in 500 ml of tetrahydrofuran. 47 g (0.42 mol) of potassium t-butylate in 200 ml of tetrahydrofuran were added, followed by 50 g (0.22 mol) of 9-bromononanal. After work up and chromatography 52 g (78%) of 7Z-16-bromohexadec-7-enoic acid were obtained having the following characteristics: Z/E=90/10; Reactants: C(C)(=O)[O-].[Na+] (Sodium acetate), Cl.NO (hydroxylamine hydrochloride), N1(N=CN=C1)C1=CC=C(C2=CC=CC=C12)C=O (4-[1,2,4]triazol-1-yl-naphthalene-1-carbaldehyde). The solvent is C1CCOC1 (THF), O (water), CS(=O)C (DMSO). Conditions: time 5 hour. The product is N1(N=CN=C1)C1=CC=C(C2=CC=CC=C12)C=NO (4-[1,2,4]triazol-1-yl-naphthalene-1-carbaldehyde oxime). Reaction SMILES: C([O-])(=O)C.[Na+].Cl.[NH2:7][OH:8].[N:9]1([C:14]2[C:23]3[C:18](=[CH:19][CH:20]=[CH:21][CH:22]=3)[C:17]([CH:24]=O)=[CH:16][CH:15]=2)[CH:13]=[N:12][CH:11]=[N:10]1>C1COCC1.O.CS(C)=O>[N:9]1([C:14]2[C:23]3[C:18](=[CH:19][CH:20]=[CH:21][CH:22]=3)[C:17]([CH:24]=[N:7][OH:8])=[CH:16][CH:15]=2)[CH:13]=[N:12][CH:11]=[N:10]1 |f:0.1,2.3|. Procedure details: Sodium acetate (262 mg) is added to a solution of hydroxylamine hydrochloride (193 mg) and 4-[1,2,4]triazol-1-yl-naphthalene-1-carbaldehyde (455 mg) in THF (16 ml), water (2 ml) and DMSO (2 ml). After 5 hours at room temperature, the reaction is quenched with water and ethyl acetate. The organic phase is separated and the water phase is extracted with ethyl acetate. The combined organic phases are extracted with water and with a saturated aqueous solution of NaCl, dried over Na2SO4 and concentra... RXN SMILES: [Br-:17].[Br:11][CH2:12][CH2:13][CH3:14].[CH2:18]([N+:19]([CH2:20][CH3:21])([CH2:22][CH3:23])[CH2:24][CH3:25])[CH3:26].[CH3:27][S:28]([CH3:29])=[O:30].[F:1][c:2]1[cH:3][cH:4][c:5]([CH2:8][C:9]#[N:10])[cH:6][cH:7]1.[Na+:16].[OH-:15]>>[F:1][c:2]1[cH:3][cH:4][c:5]([CH:8]([C:9]#[N:10])[CH2:12][CH2:13][CH3:14])[cH:6][cH:7]1. Yields the product CCCC(C#N)c1ccc(F)cc1. The reactants are [Br-], CCCBr, CC[N+](CC)(CC)CC, CS(C)=O, N#CCc1ccc(F)cc1, [Na+], [OH-].